From a dataset of the Open Reaction Database (ORD), a public repository of structured organic reaction records. describe an organic reaction: reactants, conditions, products, and yield Reactants: C(C)(C)(C)O\N=C(\C1=C(C=CC(=C1)Br)O)/C1=NC=CC=C1C#N ((Z)-2-(5-bromo-2-hydroxybenzoyl)-3-cyanopyridine O-t-butyloxime), ClC1=CC(=CC=C1)C(=O)OO (m-chloroperbenzoic acid), S(=O)([O-])[O-].[Na+].[Na+] (sodium sulfite). Run in C(Cl)(Cl)Cl (chloroform). Product: C(C)(C)(C)O\N=C(\C1=C(C=CC(=C1)Br)O)/C1=[N+](C=CC=C1C#N)[O-] ((Z)-2-(5-bromo-2-hydroxybenzoyl)-3-cyanopyridine N-oxide O-t-butyloxime). Isolated yield 32.9%. Reaction SMILES: [C:1]([O:5]/[N:6]=[C:7](\[C:16]1[C:21]([C:22]#[N:23])=[CH:20][CH:19]=[CH:18][N:17]=1)/[C:8]1[CH:13]=[C:12]([Br:14])[CH:11]=[CH:10][C:9]=1[OH:15])([CH3:4])([CH3:3])[CH3:2].ClC1C=CC=C(C(OO)=[O:32])C=1.S([O-])([O-])=O.[Na+].[Na+]>C(Cl)(Cl)Cl>[C:1]([O:5]/[N:6]=[C:7](\[C:16]1[C:21]([C:22]#[N:23])=[CH:20][CH:19]=[CH:18][N+:17]=1[O-:32])/[C:8]1[CH:13]=[C:12]([Br:14])[CH:11]=[CH:10][C:9]=1[OH:15])([CH3:4])([CH3:2])[CH3:3] |f:2.3.4|. Reported procedure: A solution of (Z)-2-(5-bromo-2-hydroxybenzoyl)-3-cyanopyridine O-t-butyloxime (350 mg) and 50% m-chloroperbenzoic acid (710 mg) in chloroform (5 ml) was stirred for 6 hours at 50° C. The reaction mixture was cooled by aeration, which was poured into an aqueous solution of sodium sulfite. The mixture was stirred and subjected to extraction with chloroform. The extract solution was washed successively with a saturated aqueous solution of sodium hydrogencarbonate and a saturated aqueous saline solu... Reactants: C(C)(C)(C)OC(NCCCCNC(C(C1=CC=CC=C1)C1=CC=CC=C1)=O)=O (N-(4-diphenylacetylamino-butyl)-carbamic acid tert-butyl ester), Cl (hydrochloric acid). Solvent: C(C)O (ethanol). Yields the product Cl.C1(=CC=CC=C1)C(C(=O)NCCCCN)C1=CC=CC=C1 (4-diphenylacetylamino-butylamine.hydrochloride). RXN SMILES: C(OC(=O)[NH:7][CH2:8][CH2:9][CH2:10][CH2:11][NH:12][C:13](=[O:27])[CH:14]([C:21]1[CH:26]=[CH:25][CH:24]=[CH:23][CH:22]=1)[C:15]1[CH:20]=[CH:19][CH:18]=[CH:17][CH:16]=1)(C)(C)C.[ClH:29]>C(O)C>[ClH:29].[C:15]1([CH:14]([C:21]2[CH:26]=[CH:25][CH:24]=[CH:23][CH:22]=2)[C:13]([NH:12][CH2:11][CH2:10][CH2:9][CH2:8][NH2:7])=[O:27])[CH:16]=[CH:17][CH:18]=[CH:19][CH:20]=1 |f:3.4|. Reported procedure: Batch size: 5.5 g (14.4 mmol) N-(4-diphenylacetylamino-butyl)-carbamic acid tert-butyl ester and 4.1 ml (49 mmol) concentrated hydrochloric acid in 60 ml ethanol.